This data is from the Open Reaction Database (ORD), a public repository of structured organic reaction records. The task is: describe an organic reaction: reactants, conditions, products, and yield Starting materials: [Si](C)(C)(C(C)(C)C)OC1=CC=C(CNC2=CC=C(C#N)C=C2)C=C1 (4-[N-(4-tert-butyldimethylsilyloxybenzyl)amino]benzonitrile), S1C(=CC=C1)C(=O)Cl (2-thiophenecarbonyl chloride), Cl (hydrochloric acid). Reaction conditions: time 19 hour. The product is [Si](C)(C)(C(C)(C)C)OC1=CC=C(CN(C(=O)C=2SC=CC2)C2=CC=C(C=C2)C#N)C=C1 (N-(4-tert-butyldimethylsilyloxybenzyl)-N-(4-cyanophenyl)-2-thiophenecarboxamide). Isolated yield 76.2%. As a reaction SMILES: [Si:1]([O:8][C:9]1[CH:24]=[CH:23][C:12]([CH2:13][NH:14][C:15]2[CH:22]=[CH:21][C:18]([C:19]#[N:20])=[CH:17][CH:16]=2)=[CH:11][CH:10]=1)([C:4]([CH3:7])([CH3:6])[CH3:5])([CH3:3])[CH3:2].[S:25]1[CH:29]=[CH:28][CH:27]=[C:26]1[C:30](Cl)=[O:31].Cl>>[Si:1]([O:8][C:9]1[CH:24]=[CH:23][C:12]([CH2:13][N:14]([C:15]2[CH:16]=[CH:17][C:18]([C:19]#[N:20])=[CH:21][CH:22]=2)[C:30]([C:26]2[S:25][CH:29]=[CH:28][CH:27]=2)=[O:31])=[CH:11][CH:10]=1)([C:4]([CH3:7])([CH3:6])[CH3:5])([CH3:3])[CH3:2]. Reported procedure: The procedure of Preparation Example 8 was repeated, except that 195 mg of 4-[N-(4-tert-butyldimethylsilyloxybenzyl)amino]benzonitrile was used in place of 4-[N-(4-benzyloxybenzyl)amino]phenol, and 84 mg of 2-thiophenecarbonyl chloride was used in place of methanesulfonyl chloride. The resulting mixture was stirred at room temperature for 19 hours. After the reaction mixture was poured into dilute hydrochloric acid, the product was extracted with ethyl acetate. After the extract was successively...